This data is from the Open Reaction Database (ORD), a public repository of structured organic reaction records. The task is: describe an organic reaction: reactants, conditions, products, and yield Starting materials: COC=1C=C2C(=CC=NC2=CC1OC)OC1=CC=C(C=C1)NC(=O)NC1CCNCC1 (N-{4-[(6,7-dimethoxy-4-quinolyl)oxy]phenyl}-N′-(4-piperidyl)urea), C(O)([O-])=O.[Na+] (sodium hydrogencarbonate), COC=1C=C2C(=CC=NC2=CC1OC)OC1=CC=C(C=C1)O (4-[(6,7-Dimethoxy-4-quinolyl)oxy]phenol), [H-].[Na+] (Sodium hydride). Solvent: CN(C=O)C (dimethylformamide), CN(C=O)C (dimethylformamide). Reaction conditions: time 10 minute. Product: COC=1C=C2C(=CC=NC2=CC1OC)OC1=CC=C(C=C1)OCCCOC1=CC=C(C=C1)OC (6,7-Dimethoxy-4-{4-[3-(4-methoxy-phenoxy)propoxy]phenoxy}quinoline). Yield: 97.0%. As a reaction SMILES: [CH3:1][O:2][C:3]1[CH:4]=[C:5]2[C:10](=[CH:11][C:12]=1[O:13][CH3:14])[N:9]=[CH:8][CH:7]=[C:6]2[O:15][C:16]1[CH:21]=[CH:20][C:19]([OH:22])=[CH:18][CH:17]=1.[H-].[Na+].COC1C=C2C(=CC=1OC)N=[CH:32][CH:31]=[C:30]2[O:39][C:40]1[CH:45]=[CH:44][C:43](NC(NC2CCNCC2)=O)=[CH:42][CH:41]=1.[C:56](=O)([O-])[OH:57].[Na+]>CN(C)C=O>[CH3:1][O:2][C:3]1[CH:4]=[C:5]2[C:10](=[CH:11][C:12]=1[O:13][CH3:14])[N:9]=[CH:8][CH:7]=[C:6]2[O:15][C:16]1[CH:17]=[CH:18][C:19]([O:22][CH2:32][CH2:31][CH2:30][O:39][C:40]2[CH:41]=[CH:42][C:43]([O:57][CH3:56])=[CH:44][CH:45]=2)=[CH:20][CH:21]=1 |f:1.2,4.5|. Procedure: 4-[(6,7-Dimethoxy-4-quinolyl)oxy]phenol (100 mg) was dissolved in dimethylformamide (2 ml) to prepare a solution. Sodium hydride (16 mg) was then added to the solution, and the mixture was stirred at room temperature for 10 min. A solution of the compound (1) (91 mg) in dimethylformamide was added thereto, and the mixture was further stirred at room temperature for 6 hr. A saturated aqueous sodium hydrogencarbonate solution was added to the reaction solution, and the mixture was extracted with e...